Task: describe an organic reaction: reactants, conditions, products, and yield. Dataset: the Open Reaction Database (ORD), a public repository of structured organic reaction records Reaction SMILES: [C:1]([C@@H:3]([NH:27][C:28]([C:30]1([NH:36]C(=O)OC(C)(C)C)[CH2:35][CH2:34][O:33][CH2:32][CH2:31]1)=[O:29])[CH2:4][C:5]1[CH:10]=[CH:9][C:8]([C:11]2[CH:16]=[CH:15][C:14]([S:17]([N:20]3[CH2:25][CH2:24][N:23]([CH3:26])[CH2:22][CH2:21]3)(=[O:19])=[O:18])=[CH:13][CH:12]=2)=[CH:7][CH:6]=1)#[N:2]>C(O)=O>[NH2:36][C:30]1([C:28]([NH:27][C@H:3]([C:1]#[N:2])[CH2:4][C:5]2[CH:6]=[CH:7][C:8]([C:11]3[CH:12]=[CH:13][C:14]([S:17]([N:20]4[CH2:21][CH2:22][N:23]([CH3:26])[CH2:24][CH2:25]4)(=[O:18])=[O:19])=[CH:15][CH:16]=3)=[CH:9][CH:10]=2)=[O:29])[CH2:35][CH2:34][O:33][CH2:32][CH2:31]1. Procedure: (S)-tert-Butyl 4-(1-cyano-2-(4′-(4-methylpiperazin-1-ylsulfonyl)biphenyl-4-yl)ethylcarbamoyl)tetrahydro-2H-pyran-4-ylcarbamate (Example 29, step (ii), 250 mg) in formic acid (2 mL) was heated at 50° C. for 20 min. Volatiles were removed under reduced pressure and then azeotroped with methanol. The product was purified by reversed phase HPLC using methanol in 0.1% aqueous TFA as eluent. The residue was converted to the free base by elution through a PL-HCO3 MP cartridge in dichloromethane/methano... The product is NC1(CCOCC1)C(=O)N[C@@H](CC1=CC=C(C=C1)C1=CC=C(C=C1)S(=O)(=O)N1CCN(CC1)C)C#N ((S)-4-Amino-N-(1-cyano-2-(4′-(4-methylpiperazin-1-ylsulfonyl)biphenyl-4-yl)ethyl)tetrahydro-2H-pyran-4-carboxamide). Yield: 20.6%. The reactants are C(#N)[C@H](CC1=CC=C(C=C1)C1=CC=C(C=C1)S(=O)(=O)N1CCN(CC1)C)NC(=O)C1(CCOCC1)NC(OC(C)(C)C)=O ((S)-tert-Butyl 4-(1-cyano-2-(4′-(4-methylpiperazin-1-ylsulfonyl)biphenyl-4-yl)ethylcarbamoyl)tetrahydro-2H-pyran-4-ylcarbamate). Run in C(=O)O (formic acid). The reactants are [BH4-], CN(C)C(=O)CNCCc1cccc(OCc2ccccc2)c1, [Cl-], ClCCCl, [NH4+], [Na+], O=CC1CCOC1. Yields the product CN(C)C(=O)CN(CCc1cccc(OCc2ccccc2)c1)CC1CCOC1, Cl. Reaction SMILES: [BH4-:1].[CH2:3]([c:4]1[cH:5][cH:6][cH:7][cH:8][cH:9]1)[O:10][c:11]1[cH:12][c:13]([CH2:17][CH2:18][NH:19][CH2:20][C:21](=[O:22])[N:23]([CH3:24])[CH3:25])[cH:14][cH:15][cH:16]1.[Cl-:33].[Cl:35][CH2:36][CH2:37][Cl:38].[NH4+:34].[Na+:2].[O:26]1[CH2:27][CH:28]([CH:31]=[O:32])[CH2:29][CH2:30]1>>[CH2:3]([c:4]1[cH:5][cH:6][cH:7][cH:8][cH:9]1)[O:10][c:11]1[cH:12][c:13]([CH2:17][CH2:18][N:19]([CH2:20][C:21](=[O:22])[N:23]([CH3:24])[CH3:25])[CH2:31][CH:28]2[CH2:27][O:26][CH2:30][CH2:29]2)[cH:14][cH:15][cH:16]1.[ClH:33]. Reactants: C1CCC2=NCCCN2CC1, Cc1cccc(CCN)c1, O=C(Nc1cccc2cnccc12)C(Cl)(Cl)Cl, O. The product is Cc1cccc(CCNC(=O)Nc2cccc3cnccc23)c1. RXN SMILES: [CH2:28]1[CH2:29][CH2:30][C:31]2=[N:36][CH2:35][CH2:34][CH2:33][N:32]2[CH2:37][CH2:38]1.[CH3:1][c:2]1[cH:3][c:4]([CH2:8][CH2:9][NH2:10])[cH:5][cH:6][cH:7]1.[Cl:11][C:12]([C:13](=[O:14])[NH:15][c:16]1[c:17]2[cH:18][cH:19][n:20][cH:21][c:22]2[cH:23][cH:24][cH:25]1)([Cl:26])[Cl:27].[OH2:39]>>[CH3:1][c:2]1[cH:3][c:4]([CH2:8][CH2:9][NH:10][C:13](=[O:14])[NH:15][c:16]2[c:17]3[cH:18][cH:19][n:20][cH:21][c:22]3[cH:23][cH:24][cH:25]2)[cH:5][cH:6][cH:7]1. Reactants: [Li+].[OH-] (LiOH), C(C)OC(CC=1C2=C(SC1)C(=C(C=C2)OC)S(=O)(=O)N2CCN(CC2)C2=NC=C(C=C2)C(F)(F)F)=O ({6-Methoxy-7-[4-(5-trifluoromethyl-pyridin-2-yl)-piperazine-1-sulfonyl]-benzo[b]thiophen-3-yl}-acetic acid ethyl ester), FC(C1=CC=C(C=C1)C=1CCNCC1)(F)F (4-(4-Trifluoromethyl-phenyl)-1,2,3,6-tetrahydro-pyridine). Solvent: C1CCOC1.CO (THF MeOH). Run at temperature 40 celsius, time 3 hour. Product: COC=1C=CC2=C(SC=C2CC(=O)O)C1S(=O)(=O)N1CCN(CC1)C1=NC=C(C=C1)C(F)(F)F ({6-Methoxy-7-[4-(5-trifluoromethyl-pyridin-2-yl)-piperazine-1-sulfonyl]-benzo[b]thiophen-3-yl}-acetic acid). Reaction SMILES: C([O:3][C:4](=[O:36])[CH2:5][C:6]1[C:7]2[CH:14]=[CH:13][C:12]([O:15][CH3:16])=[C:11]([S:17]([N:20]3[CH2:25][CH2:24][N:23]([C:26]4[CH:31]=[CH:30][C:29]([C:32]([F:35])([F:34])[F:33])=[CH:28][N:27]=4)[CH2:22][CH2:21]3)(=[O:19])=[O:18])[C:8]=2[S:9][CH:10]=1)C.[Li+].[OH-].FC(F)(F)C1C=CC(C2CCNCC=2)=CC=1>C1COCC1.CO>[CH3:16][O:15][C:12]1[CH:13]=[CH:14][C:7]2[C:6]([CH2:5][C:4]([OH:36])=[O:3])=[CH:10][S:9][C:8]=2[C:11]=1[S:17]([N:20]1[CH2:25][CH2:24][N:23]([C:26]2[CH:31]=[CH:30][C:29]([C:32]([F:35])([F:34])[F:33])=[CH:28][N:27]=2)[CH2:22][CH2:21]1)(=[O:19])=[O:18] |f:1.2,4.5|. Reported procedure: Compound from step 4 (22 mg, 0.041 mmol) was dissolved in 2 mL of THF/MeOH (3:1), followed by addition of 1N LiOH (5.0 eqv). The resulting mixture were stirred at 40° C. for 3 hours. The organic solvent was evaporated under N2 and residues were diluted with water (2 mL). The aqueous layers were partitioned with ether (2 mL). After removal of organic layers, the aqueous layers were neutralized by 1N HCl (5.0 eqv) and then extracted with ethyl acetate (5 mL). The organic layers were washed with H2... Product: O=C(NCCN1CCOCC1)c1ccc([N+](=O)[O-])c(Cl)c1. Reactants: CCN(C(C)C)C(C)C, O=C(Cl)c1ccc([N+](=O)[O-])c(Cl)c1, ClCCl, NCCN1CCOCC1. Reaction SMILES: [CH:14]([N:15]([CH2:16][CH3:17])[CH:18]([CH3:19])[CH3:20])([CH3:21])[CH3:22].[Cl:1][c:2]1[cH:3][c:4]([C:5](=[O:6])[Cl:7])[cH:8][cH:9][c:10]1[N+:11](=[O:12])[O-:13].[Cl:32][CH2:33][Cl:34].[NH2:23][CH2:24][CH2:25][N:26]1[CH2:27][CH2:28][O:29][CH2:30][CH2:31]1>>[Cl:1][c:2]1[cH:3][c:4]([C:5](=[O:6])[NH:23][CH2:24][CH2:25][N:26]2[CH2:27][CH2:28][O:29][CH2:30][CH2:31]2)[cH:8][cH:9][c:10]1[N+:11](=[O:12])[O-:13]. Reactants: FC(C(CCC1=CC=C(C=C1)O)=O)(F)F (1,1,1-trifluoro-4-[4-hydroxyphenyl]-2-butanone), C(OC)(OC)OC (trimethyl orthoformate), FC(S(=O)(=O)O)(F)F (trifluoromethanesulfonic acid), C([O-])(O)=O.[Na+] (sodium bicarbonate). Run in [N+](=O)([O-])C (nitromethane), CO (methanol). Conditions: temperature 75 celsius, time 10 minute. Yields the product COC(CCC1=CC=C(C=C1)O)(C(F)(F)F)OC (4-(3,3-Dimethoxy-4,4,4-trifluorobut-1-yl)phenol), FC(C(CCC1=CC=C(C=C1)O)=O)(F)F (1,1,1-trifluoro-4[4-hydroxyphenyl]-2-butanone). Yield: 57.0%. As a reaction SMILES: [F:1][C:2]([F:15])([F:14])[C:3](=[O:13])[CH2:4][CH2:5][C:6]1[CH:11]=[CH:10][C:9]([OH:12])=[CH:8][CH:7]=1.[CH:16](OC)(OC)[O:17]C.F[C:24](F)(F)S(O)(=O)=O.C(=O)(O)[O-].[Na+]>[N+](C)([O-])=O.CO>[CH3:24][O:13][C:3]([O:17][CH3:16])([C:2]([F:14])([F:15])[F:1])[CH2:4][CH2:5][C:6]1[CH:11]=[CH:10][C:9]([OH:12])=[CH:8][CH:7]=1.[F:1][C:2]([F:14])([F:15])[C:3](=[O:13])[CH2:4][CH2:5][C:6]1[CH:11]=[CH:10][C:9]([OH:12])=[CH:8][CH:7]=1 |f:3.4|. Procedure: To a solution of 1,1,1-trifluoro-4-[4-hydroxyphenyl]-2-butanone (40.4 g, 0.185 mol) in nitromethane (300 ml) were added methanol (40 ml), trimethyl orthoformate (100 ml) and trifluoromethanesulfonic acid (1 ml). The resulting mixture was heated to 75° C. for 20 h, then cooled to r.t. and poured into sat. sodium bicarbonate (700 ml). After stirring for 10 min., the mixture was extracted with ethyl acetate (2×2 L). The combined organic layers were dried over anhydrous magnesium sulfate and concent... Starting materials: COC(=O)C(c1ccccc1)N1C(=O)C(N2C(=O)c3ccccc3C2=O)C1C=O, C1CCOC1, O. Yields the product COC(=O)C(c1ccccc1)N1C(=O)C(N2C(=O)c3ccccc3C2=O)C1C(=O)O. RXN SMILES: [CH:1](=[O:2])[CH:3]1[CH:4]([N:19]2[C:20](=[O:29])[c:21]3[c:22]([cH:25][cH:26][cH:27][cH:28]3)[C:23]2=[O:24])[C:5](=[O:18])[N:6]1[CH:7]([C:8](=[O:9])[O:10][CH3:11])[c:12]1[cH:13][cH:14][cH:15][cH:16][cH:17]1.[O:30]1[CH2:31][CH2:32][CH2:33][CH2:34]1.[OH2:35]>>[C:1](=[O:2])([CH:3]1[CH:4]([N:19]2[C:20](=[O:29])[c:21]3[c:22]([cH:25][cH:26][cH:27][cH:28]3)[C:23]2=[O:24])[C:5](=[O:18])[N:6]1[CH:7]([C:8](=[O:9])[O:10][CH3:11])[c:12]1[cH:13][cH:14][cH:15][cH:16][cH:17]1)[OH:30]. Reactants: ClCCl, O=C(O)C(F)(F)F, CC(C)(C)OC(=O)NC1CCN(c2ncccc2C(F)(F)F)CC1. Product: NC1CCN(c2ncccc2C(F)(F)F)CC1. RXN SMILES: [Cl:32][CH2:33][Cl:34].[F:1][C:2]([F:3])([F:4])[C:5]([OH:6])=[O:7].[F:8][C:9]([c:10]1[c:11]([N:16]2[CH2:17][CH2:18][CH:19]([NH:22][C:23](=[O:24])[O:25][C:26]([CH3:27])([CH3:28])[CH3:29])[CH2:20][CH2:21]2)[n:12][cH:13][cH:14][cH:15]1)([F:30])[F:31]>>[F:8][C:9]([c:10]1[c:11]([N:16]2[CH2:17][CH2:18][CH:19]([NH2:22])[CH2:20][CH2:21]2)[n:12][cH:13][cH:14][cH:15]1)([F:30])[F:31].